This data is from the Open Reaction Database (ORD), a public repository of structured organic reaction records. The task is: describe an organic reaction: reactants, conditions, products, and yield Reactants: CC(=O)[O-], CC(=O)[O-], Cc1ccccc1, [Cu+2], N, O, NC(=S)N(c1ccccc1)c1ccccc1. The product is N=C(N)N(c1ccccc1)c1ccccc1. RXN SMILES: [C:19]([O-:20])(=[O:21])[CH3:22].[C:24]([O-:25])(=[O:26])[CH3:27].[CH3:28][c:29]1[cH:30][cH:31][cH:32][cH:33][cH:34]1.[Cu+2:23].[NH3:17].[O:18].[c:1]1([N:7]([C:8](=[S:9])[NH2:10])[c:11]2[cH:12][cH:13][cH:14][cH:15][cH:16]2)[cH:2][cH:3][cH:4][cH:5][cH:6]1>>[c:1]1([N:7]([C:8](=[NH:10])[NH2:17])[c:11]2[cH:12][cH:13][cH:14][cH:15][cH:16]2)[cH:2][cH:3][cH:4][cH:5][cH:6]1.